This data is from the Open Reaction Database (ORD), a public repository of structured organic reaction records. The task is: describe an organic reaction: reactants, conditions, products, and yield Starting materials: C1(CCCCC1)C[C@@H](CN(C(=O)OCC[Si](C)(C)C)C)NC(OC(C)(C)C)=O ((S)-tert-butyl 1-cyclohexyl-3-(N-methyl-N-(2-(trimethylsilyl)ethoxycarbonyl)amino)propan-2-ylcarbamate), C(C)OCC (ethyl ether), CC=1C=CC(=CC1)S(=O)(=O)O (TsOH). Solvent: CCO (EtOH). Conditions: time 2 hour. Yields the product N[C@H](CN(C(OCC[Si](C)(C)C)=O)C)CC1CCCCC1 ((S)-2-(trimethylsilyl)ethyl 2-amino-3-cyclohexylpropyl(methyl)carbamate). The yield is 79.5%. As a reaction SMILES: [CH:1]1([CH2:7][C@H:8]([NH:21]C(=O)OC(C)(C)C)[CH2:9][N:10]([CH3:20])[C:11]([O:13][CH2:14][CH2:15][Si:16]([CH3:19])([CH3:18])[CH3:17])=[O:12])[CH2:6][CH2:5][CH2:4][CH2:3][CH2:2]1.C(OCC)C.CC1C=CC(S(O)(=O)=O)=CC=1>CCO>[NH2:21][C@@H:8]([CH2:7][CH:1]1[CH2:2][CH2:3][CH2:4][CH2:5][CH2:6]1)[CH2:9][N:10]([CH3:20])[C:11](=[O:12])[O:13][CH2:14][CH2:15][Si:16]([CH3:18])([CH3:19])[CH3:17]. Reported procedure: (S)-tert-butyl 1-cyclohexyl-3-(N-methyl-N-(2-(trimethylsilyl)ethoxycarbonyl)amino)propan-2-ylcarbamate (5.78 g, 0.014 mol) was dissolved into a minimal volume of ethyl ether (100 mL) and added to a solution of TsOH (2.92 g, 0.0154 mol) in 20.0 mL of absolute EtOH. This solution was placed on a rotary evaporator and the Et2O was removed at ambient temp. The flask was then lowered into the water bath (temperature: 60° C.) and the selective de-protection of the BOC group proceeded concurrently with... Reaction SMILES: [CH:1]1([N:6]2[C:10]([NH2:11])=[CH:9][C:8]([CH3:12])=[N:7]2)[CH2:5][CH2:4][CH2:3][CH2:2]1.[CH:13]1([C:16](=O)[CH2:17][C:18](=O)[C:19]([O:21][CH2:22][CH3:23])=[O:20])[CH2:15][CH2:14]1>C1C=CC=CC=1>[CH:1]1([N:6]2[C:10]3[N:11]=[C:16]([CH:13]4[CH2:14][CH2:15]4)[CH:17]=[C:18]([C:19]([O:21][CH2:22][CH3:23])=[O:20])[C:9]=3[C:8]([CH3:12])=[N:7]2)[CH2:2][CH2:3][CH2:4][CH2:5]1. Reactants: intermediate 33, C1(CCCC1)N1N=C(C=C1N)C (1-cyclopentyl-3-methyl-1H-pyrazol-5-amine), C1(CC1)C(CC(C(=O)OCC)=O)=O (ethyl 4-cyclopropyl-2,4-dioxobutanoate). The solvent is C1=CC=CC=C1 (benzene). Reported procedure: The title compound was prepared in the same manner as described for intermediate 33 using 1-cyclopentyl-3-methyl-1H-pyrazol-5-amine (570 mg, 3.45 mmol), ethyl 4-cyclopropyl-2,4-dioxobutanoate (635 mg, 3.45 mmol), and benzene (50 mL) wherein the reaction time was 4 h. The crude product was purified via silica gel chromatography (eluent: 0 to 10% EtOAc:Hex). The final product was collected as 0.740 g (68%). LCMS E-S (M+H)=314.3 1H NMR (400 MHz, CHLOROFORM-d) δ ppm 1.04-1.21 (m, 4H) 1.47 (t, J=7.20... Reaction conditions: time 4 hour. The product is C1(CCCC1)N1N=C(C2=C1N=C(C=C2C(=O)OCC)C2CC2)C (ethyl 1-cyclopentyl-6-cyclopropyl-3-methyl-1H-pyrazolo[3,4-b]pyridine-4-carboxylate). Reactants: C(C1=CC=CC=C1)N1CCC(CC1)NC (1-benzyl-4-(methylamino)piperidine), BrC1=NC=CC=C1OCC (2-Bromo-3-ethoxypyridine). Solvent: C(Cl)Cl (methylene chloride). Conditions: time 2 day. Product: C(C1=CC=CC=C1)N1CCC(CC1)N(C1=NC=CC=C1OCC)C (1-Benzyl-4-[N-methyl-N-(3-ethoxy-2-pyridinyl)amino]piperidine). RXN SMILES: [CH2:1]([N:8]1[CH2:13][CH2:12][CH:11]([NH:14][CH3:15])[CH2:10][CH2:9]1)[C:2]1[CH:7]=[CH:6][CH:5]=[CH:4][CH:3]=1.Br[C:17]1[C:22]([O:23][CH2:24][CH3:25])=[CH:21][CH:20]=[CH:19][N:18]=1>C(Cl)Cl>[CH2:1]([N:8]1[CH2:13][CH2:12][CH:11]([N:14]([CH3:15])[C:17]2[C:22]([O:23][CH2:24][CH3:25])=[CH:21][CH:20]=[CH:19][N:18]=2)[CH2:10][CH2:9]1)[C:2]1[CH:3]=[CH:4][CH:5]=[CH:6][CH:7]=1. Reported procedure: A mixture of 1-benzyl-4-(methylamino)piperidine (EXAMPLE 9, 2.92 g) and 2-bromo-3-ethoxypyridine (EXAMPLE 69, 1.44 g) is stirred at 160°-165° in a sealed tube for 2 days, diluted with methylene chloride (50 ml), washed with water (10 ml) and saline (10 ml), dried over sodium sulfate, and concentrated under reduced pressure. The residue is chromatographed on silica gel (230-400 mesh, 300 g; eluting with a gradient of ethyl acetate/hexane (10/90-50/50)) to give the title compound, C,H,N: Anal. Cal... The reactants are NCC1=CC=C(C(=O)O)C=C1 (4-aminomethylbenzoic acid), COC(=O)C=1C(=O)NC(C1)=O (methoxycarbonylmaleimide), S(O)(O)(=O)=O (sulfuric acid), saturated aqueous solution, C(=O)(O)[O-].[Na+] (NaHCO3). Solvent: O (water). Run at time 10 minute. The product is C1(C=CC(N1CC1=CC=C(C(=O)O)C=C1)=O)=O (4-maleimidomethylbenzoic acid). Isolated yield 87.0%. Reaction SMILES: [NH2:1][CH2:2][C:3]1[CH:11]=[CH:10][C:6]([C:7]([OH:9])=[O:8])=[CH:5][CH:4]=1.C([O-])(O)=O.[Na+].C[O:18][C:19]([C:21]1C(N[C:25](=[O:27])[CH:26]=1)=O)=O.S(=O)(=O)(O)O>O>[C:25]1(=[O:27])[N:1]([CH2:2][C:3]2[CH:4]=[CH:5][C:6]([C:7]([OH:9])=[O:8])=[CH:10][CH:11]=2)[C:19](=[O:18])[CH:21]=[CH:26]1 |f:1.2|. Procedure details: A 3.02 g (20 mmols) portion of 4-aminomethylbenzoic acid was admixed with 100 ml of saturated aqueous solution of NaHCO3, and 3.1 g (20 mmols) of methoxycarbonylmaleimide was added to the mixture at 0° C. After stirring the mixture at 0° for 10 minutes, 200 ml of water was added thereto. The mixture was then stirred at 30° C. for 1 hour and thereafter adjusted to a pH of 2 with concentrated sulfuric acid, followed by extraction with ethyl acetate. The organic layer was washed with saturated aque...